Dataset: the Open Reaction Database (ORD), a public repository of structured organic reaction records. Task: describe an organic reaction: reactants, conditions, products, and yield Starting materials: S=C(c1ncc[nH]1)c1ncc[nH]1, CC(C)(C)OC(=O)N1CCC(CN)CC1, CC#N, NC(=O)Cc1ccccc1N, c1c[nH]cn1. Yields the product CC(C)(C)OC(=O)N1CCC(CNC(=S)Nc2ccccc2CC(N)=O)CC1. RXN SMILES: [C:16](=[S:17])([c:18]1[nH:19][cH:20][cH:21][n:22]1)[c:23]1[nH:24][cH:25][cH:26][n:27]1.[C:1](=[O:2])([O:3][C:4]([CH3:5])([CH3:6])[CH3:7])[N:8]1[CH2:9][CH2:10][CH:11]([CH2:14][NH2:15])[CH2:12][CH2:13]1.[CH3:44][C:45]#[N:46].[NH2:33][c:34]1[c:35]([CH2:40][C:41](=[O:42])[NH2:43])[cH:36][cH:37][cH:38][cH:39]1.[nH:28]1[cH:29][cH:30][n:31][cH:32]1>>[C:1](=[O:2])([O:3][C:4]([CH3:5])([CH3:6])[CH3:7])[N:8]1[CH2:9][CH2:10][CH:11]([CH2:14][NH:15][C:16](=[S:17])[NH:33][c:34]2[c:35]([CH2:40][C:41](=[O:42])[NH2:43])[cH:36][cH:37][cH:38][cH:39]2)[CH2:12][CH2:13]1. Starting materials: C1=NC=CC2=C(C=CC=C12)C=1C=C2C=CC=C(C2=CC1)C(=O)O (6-(isoquinolin-5-yl)-1-naphthoic acid), [Cl-] (chloride), CN(C)C=O (DMF). The solvent is C(Cl)Cl (CH2Cl2). Reaction conditions: time 8 hour. Product: C1=NC=CC2=C(C=CC=C12)C=1C=C2C=CC=C(C2=CC1)C(=O)Cl (6-(isoquinolin-5-yl)-1-naphthoyl chloride). Reaction SMILES: [CH:1]1[C:10]2[C:5](=[C:6]([C:11]3[CH:12]=[C:13]4[C:18](=[CH:19][CH:20]=3)[C:17]([C:21]([OH:23])=O)=[CH:16][CH:15]=[CH:14]4)[CH:7]=[CH:8][CH:9]=2)[CH:4]=[CH:3][N:2]=1.[Cl-:24].CN(C=O)C>C(Cl)Cl>[CH:1]1[C:10]2[C:5](=[C:6]([C:11]3[CH:12]=[C:13]4[C:18](=[CH:19][CH:20]=3)[C:17]([C:21]([Cl:24])=[O:23])=[CH:16][CH:15]=[CH:14]4)[CH:7]=[CH:8][CH:9]=2)[CH:4]=[CH:3][N:2]=1. Procedure details: 6-(isoquinolin-5-yl)-1-naphthoic acid (0.123 g, 0.4 mmol) was suspended in CH2Cl2 (15 mL) and oxallyl chloride was (0.036 mL, 0.4 mmol) was added followed by a drop of DMF. The resulting mixture was stirred at room temperature overnight and the solvent was evaporated to give a solid. The solid was dried under vacuum.